From a dataset of the Open Reaction Database (ORD), a public repository of structured organic reaction records. describe an organic reaction: reactants, conditions, products, and yield RXN SMILES: [F:1][C:2]1[CH:7]=[C:6]([F:8])[CH:5]=[CH:4][C:3]=1[C:9]1[CH:17]=[C:13](C(O)=O)[C:12](O)=[CH:11][CH:10]=1.FC1C=C(F)C=CC=1N>C1C=CC=CC=1>[F:1][C:2]1[CH:7]=[C:6]([F:8])[CH:5]=[CH:4][C:3]=1[C:9]1[CH:17]=[CH:13][CH:12]=[CH:11][CH:10]=1. Run in C1=CC=CC=C1 (benzene). The reactants are FC1=C(C=CC(=C1)F)C1=CC=C(C(C(=O)O)=C1)O (5-(2,4-difluorophenyl)salicylic acid), ( 1 ), FC1=C(N)C=CC(=C1)F (2,4-difluoroaniline). Reported procedure: 5-(2,4-difluorophenyl)salicylic acid, an anti-inflammatory, anti-pyretic, analgesic agent is prepared by: (1) diazotizing 2,4-difluoroaniline in the presence of benzene to yield 2,4-difluorobiphenyl; (2) Friedel-Crafts acylation to produce 2',4'-difluoro-4-alkanoylbiphenyl; (3) oxidation of the alkanoyl group to produce 2',4'-difluoro-4-alkanoyloxybiphenyl; (4) hydrolysis of the alkanoyl group to produce 4-(2,4-difluorophenyl)phenol; and (5) Kolbe-Schmitt carboxylation to produce the final produ... Product: FC1=C(C=CC(=C1)F)C1=CC=CC=C1 (2,4-difluorobiphenyl). Reaction SMILES: [CH3:1][c:2]1[c:3]([CH2:13][O:14][c:15]2[cH:16][cH:17][c:18]([CH2:19][O:20][c:21]3[cH:22][c:23]([C:27](=[O:28])[O:29][CH3:30])[cH:24][n:25][cH:26]3)[cH:31][cH:32]2)[n:4][c:5](-[c:7]2[cH:8][cH:9][cH:10][cH:11][cH:12]2)[o:6]1.[CH3:38][OH:39].[O:33]1[CH2:34][CH2:35][CH2:36][CH2:37]1.[OH2:40]>>[CH3:1][c:2]1[c:3]([CH2:13][O:14][c:15]2[cH:16][cH:17][c:18]([CH2:19][O:20][c:21]3[cH:22][c:23]([CH2:27][OH:28])[cH:24][n:25][cH:26]3)[cH:31][cH:32]2)[n:4][c:5](-[c:7]2[cH:8][cH:9][cH:10][cH:11][cH:12]2)[o:6]1. The reactants are COC(=O)c1cncc(OCc2ccc(OCc3nc(-c4ccccc4)oc3C)cc2)c1, CO, C1CCOC1, O. The product is Cc1oc(-c2ccccc2)nc1COc1ccc(COc2cncc(CO)c2)cc1. Procedure details: A solution of 5-Bromo-2-methylaniline (7.44 g), glycerol (7.4 g), nitrobenzene (4.9 g) in 75% sulfuric acid (20 ml) was heated at 150° C. for 3 hrs. The solution was cooled to 0° C. then carefully neutralized with aqueous sodium hydroxide. The reaction mixture became a dark gum and was diluted with water and extracted three times with ethyl acetate. The combined organic layers were washed with saturated brine, then dried with sodium sulphate and the solvent removed in vacuo. The crude product wa... The product is BrC1=C2C=CC=NC2=C(C=C1)C (5-Bromo-8-methyl-quinoline). Reactants: [OH-].[Na+] (sodium hydroxide), BrC=1C=CC(=C(N)C1)C (5-Bromo-2-methylaniline), OCC(O)CO (glycerol), [N+](=O)([O-])C1=CC=CC=C1 (nitrobenzene). Isolated yield 67.6%. Conditions: temperature 0 celsius. Reaction SMILES: [Br:1][C:2]1[CH:3]=[CH:4][C:5]([CH3:9])=[C:6]([CH:8]=1)[NH2:7].O[CH2:11][CH:12]([CH2:14]O)O.[N+](C1C=CC=CC=1)([O-])=O.[OH-].[Na+]>S(=O)(=O)(O)O.O>[Br:1][C:2]1[CH:3]=[CH:4][C:5]([CH3:9])=[C:6]2[C:8]=1[CH:11]=[CH:12][CH:14]=[N:7]2 |f:3.4|. Run in S(O)(O)(=O)=O (sulfuric acid), O (water). The reactants are IC1=CC=C(C=C1)N1C(C2=C(CC1)C(=NN2C2=CC=C(C=C2)OC)C(=O)OCC)=O (Ethyl 6-(4-iodophenyl)-1-(4-methoxyphenyl)-7-oxo-4,5,6,7-tetrahydro-1H-pyrazolo[3,4-c]pyridine-3-carboxylate), N (NH3), O (Water). The solvent is C(CO)O (ethylene glycol). Reaction conditions: temperature 85 celsius. Yields the product IC1=CC=C(C=C1)N1C(C2=C(CC1)C(=NN2C2=CC=C(C=C2)OC)C(=O)N)=O (6-(4-iodophenyl)-1-(4-methoxyphenyl)-7-oxo-4,5,6,7-tetrahydro-1H-pyrazolo[3,4-c]pyridine-3-carboxamide). RXN SMILES: [I:1][C:2]1[CH:7]=[CH:6][C:5]([N:8]2[CH2:13][CH2:12][C:11]3[C:14]([C:25]([O:27]CC)=O)=[N:15][N:16]([C:17]4[CH:22]=[CH:21][C:20]([O:23][CH3:24])=[CH:19][CH:18]=4)[C:10]=3[C:9]2=[O:30])=[CH:4][CH:3]=1.O.[NH3:32]>C(O)CO>[I:1][C:2]1[CH:7]=[CH:6][C:5]([N:8]2[CH2:13][CH2:12][C:11]3[C:14]([C:25]([NH2:32])=[O:27])=[N:15][N:16]([C:17]4[CH:18]=[CH:19][C:20]([O:23][CH3:24])=[CH:21][CH:22]=4)[C:10]=3[C:9]2=[O:30])=[CH:4][CH:3]=1. Procedure: Ethyl 6-(4-iodophenyl)-1-(4-methoxyphenyl)-7-oxo-4,5,6,7-tetrahydro-1H-pyrazolo[3,4-c]pyridine-3-carboxylate from Part C (3.0 g, 5.8 mmol) was suspended in 8% NH3 in ethylene glycol (30 mL) in a 100 mL pressure tube. The mixture was heated at 85° C. for 18 hours. Water was added, and the precipitate was filtered and washed with water. The crude product was dried under vacuum to afford 3.2 g of final product. MS (ES+): 489.2 (M+H)+. 1H NMR (DMSO-d6) δ: 7.72-7.68 (m, 3H), 7.49-7.41 (m, 3H), 7.15 (... Product: O(C1=CC=CC=C1)CC1CCC2N(CCN(C2)C2=NC=C(C=C2)Cl)C1 ((7RS,9aSR)-7-Phenoxymethyl-2-(5-chloropyridin-2-yl)-2,3,4,6,7,8,9,9a-octahydro-1H-pyrido[1,2-a]pyrazine). As a reaction SMILES: Cl[C:2]1[CH:7]=[CH:6][C:5]([Cl:8])=[CH:4][N:3]=1.[OH:9][CH2:10][CH:11]1[CH2:20][N:15]2[CH2:16][CH2:17][NH:18][CH2:19][CH:14]2[CH2:13][CH2:12]1.[C:21]1(O)[CH:26]=[CH:25][CH:24]=[CH:23][CH:22]=1.Cl>>[O:9]([CH2:10][CH:11]1[CH2:20][N:15]2[CH2:16][CH2:17][N:18]([C:2]3[CH:7]=[CH:6][C:5]([Cl:8])=[CH:4][N:3]=3)[CH2:19][CH:14]2[CH2:13][CH2:12]1)[C:21]1[CH:26]=[CH:25][CH:24]=[CH:23][CH:22]=1. Procedure: The title compound was prepared according to Example 15 using 2,5-dichloropyridine, (7RS,9aSR)-7-hydroxymethyl-2,3,4,6,7,8,9,9a-octahydro-1H-pyrido[1,2-a]pyrazine (U.S. Pat. No. 5,326,874), and phenol. mp (.HCl) 218–224° C. 13C NMR (base, CDCl3): δ 27.0, 29.1, 36.4, 45.3, 50.9, 54.6, 58.8, 60.5, 70.9, 107.8, 114.5, 120.1, 120.7, 129.4, 137.1, 146.2, 157.6, 159.0. Anal. calcd for C20H24ClN3O C, 67.12; H, 6.76; N, 11.74; found: C, 67.22; H, 6.85; N, 11.49. Reactants: ClC1=NC=C(C=C1)Cl (2,5-dichloropyridine), Cl (HCl), OCC1CCC2N(CCNC2)C1 ((7RS,9aSR)-7-hydroxymethyl-2,3,4,6,7,8,9,9a-octahydro-1H-pyrido[1,2-a]pyrazine), C1(=CC=CC=C1)O (phenol). Reaction SMILES: [C:30](=[O:31])([O-:32])[O-:33].[Cl:1][c:2]1[n:3][n:4][c:5](-[c:8]2[n:9][c:10]([CH3:13])[n:11][s:12]2)[cH:6][cH:7]1.[ClH:14].[ClH:15].[K+:34].[K+:35].[NH:16]1[CH2:17][CH2:18][C:19]2([O:20][CH2:21][c:22]3[c:23]2[n:24][cH:25][cH:26][cH:27]3)[CH2:28][CH2:29]1>>[c:2]1([N:16]2[CH2:17][CH2:18][C:19]3([O:20][CH2:21][c:22]4[c:23]3[n:24][cH:25][cH:26][cH:27]4)[CH2:28][CH2:29]2)[n:3][n:4][c:5](-[c:8]2[n:9][c:10]([CH3:13])[n:11][s:12]2)[cH:6][cH:7]1. Yields the product Cc1nsc(-c2ccc(N3CCC4(CC3)OCc3cccnc34)nn2)n1. Reactants: O=C([O-])[O-], Cc1nsc(-c2ccc(Cl)nn2)n1, Cl, Cl, [K+], [K+], c1cnc2c(c1)COC21CCNCC1. Starting materials: C=CCC(NS(=O)(=O)c1ccc(-c2ccc(Br)cc2)cc1)C(=O)OC, O=C(OO)c1cccc(Cl)c1, ClCCl, [Na+], O=C([O-])O, O. Yields the product COC(=O)C(CC1CO1)NS(=O)(=O)c1ccc(-c2ccc(Br)cc2)cc1. As a reaction SMILES: [Br:1][c:2]1[cH:3][cH:4][c:5](-[c:8]2[cH:9][cH:10][c:11]([S:14](=[O:15])(=[O:16])[NH:17][CH:18]([C:19](=[O:20])[O:21][CH3:22])[CH2:23][CH:24]=[CH2:25])[cH:12][cH:13]2)[cH:6][cH:7]1.[Cl:27][c:28]1[cH:29][cH:30][cH:31][c:32]([C:33]([O:34][OH:36])=[O:35])[cH:37]1.[Cl:38][CH2:39][Cl:40].[Na+:45].[O-:41][C:42]([OH:43])=[O:44].[OH2:26]>>[Br:1][c:2]1[cH:3][cH:4][c:5](-[c:8]2[cH:9][cH:10][c:11]([S:14](=[O:15])(=[O:16])[NH:17][CH:18]([C:19](=[O:20])[O:21][CH3:22])[CH2:23][CH:24]3[CH2:25][O:35]3)[cH:12][cH:13]2)[cH:6][cH:7]1.